The task is: describe an organic reaction: reactants, conditions, products, and yield. This data is from the Open Reaction Database (ORD), a public repository of structured organic reaction records. Starting materials: C1NCCC2=CC(=CC=C12)C=CC=1C=C2C=CC(=CC2=CC1)C#N (6-(2-(1,2,3,4-tetrahydro-6-isoquinolinyl)ethenyl)-2-naphthonitrile), C(=O)([O-])[O-].[K+].[K+] (K2CO3), ClC(=O)OC (methyl chloroformate), O (water). The solvent is O1CCOCC1 (dioxane). Run at time 16 hour. Yields the product C(#N)C=1C=C2C=CC(=CC2=CC1)C=CC=1C=C2CCN(CC2=CC1)C(=O)OC (methyl 6-(2-(6-cyano-2-naphthyl)ethenyl)-3,4-dihydro-2(1H)-isoquinolinecarboxylate). Reaction SMILES: [CH2:1]1[C:10]2[C:5](=[CH:6][C:7]([CH:11]=[CH:12][C:13]3[CH:14]=[C:15]4[C:20](=[CH:21][CH:22]=3)[CH:19]=[C:18]([C:23]#[N:24])[CH:17]=[CH:16]4)=[CH:8][CH:9]=2)[CH2:4][CH2:3][NH:2]1.C([O-])([O-])=O.[K+].[K+].Cl[C:32]([O:34][CH3:35])=[O:33].O>O1CCOCC1>[C:23]([C:18]1[CH:19]=[C:20]2[C:15](=[CH:16][CH:17]=1)[CH:14]=[C:13]([CH:12]=[CH:11][C:7]1[CH:6]=[C:5]3[C:10](=[CH:9][CH:8]=1)[CH2:1][N:2]([C:32]([O:34][CH3:35])=[O:33])[CH2:3][CH2:4]3)[CH:22]=[CH:21]2)#[N:24] |f:1.2.3|. Reported procedure: A solution of Example 42J (650 mg, 1.53 mmol) in dioxane (30 mL) at room temperature was treated with 10% K2CO3 (10 mL) and methyl chloroformate (700 mg) and stirred for 16 hours. The mixture was treated with water and extracted with dichloromethane. The combined extracts were washed sequentially with 5% HCl, water, and brine, dried (MgSO4), filtered, and concentrated. The concentrate was purified by flash column chromatography on silica gel with dichloromethane to provide the desired product. Reactants: CO, CC(c1ccccc1)N1CC(=NO)C(C)(C)C1=O. Yields the product CC(c1ccccc1)N1CC(N)C(C)(C)C1=O. RXN SMILES: [CH3:19][OH:20].[CH3:1][C:2]1([CH3:18])[C:3](=[O:17])[N:4]([CH:9]([CH3:10])[c:11]2[cH:12][cH:13][cH:14][cH:15][cH:16]2)[CH2:5][C:6]1=[N:7][OH:8]>>[CH3:1][C:2]1([CH3:18])[C:3](=[O:17])[N:4]([CH:9]([CH3:10])[c:11]2[cH:12][cH:13][cH:14][cH:15][cH:16]2)[CH2:5][CH:6]1[NH2:7]. Starting materials: CC(=O)[O-], CC(=O)[O-], CCCCCCC, COCC(C)O, ClCCl, CCOC(=O)C=[N+]=[N-], [Rh+2]. Yields the product CCOC(=O)COC(C)COC. As a reaction SMILES: [C:25]([O-:26])(=[O:27])[CH3:28].[C:30]([O-:31])(=[O:32])[CH3:33].[CH3:18][CH2:19][CH2:20][CH2:21][CH2:22][CH2:23][CH3:24].[CH3:1][O:2][CH2:3][CH:4]([CH3:5])[OH:6].[Cl:15][CH2:16][Cl:17].[N+:7](=[N-:8])=[CH:9][C:10](=[O:11])[O:12][CH2:13][CH3:14].[Rh+2:29]>>[CH3:1][O:2][CH2:3][CH:4]([CH3:5])[O:6][CH2:9][C:10](=[O:11])[O:12][CH2:13][CH3:14]. The reactants are Br, CC1(C)CNC(=O)c2ccc(B3OC(C)(C)C(C)(C)O3)cc21, Nc1ncc(-c2ccc(S(=O)(=O)NC3CC3)cc2)cc1Br. Yields the product CC1(C)CNC(=O)c2ccc(-c3cc(-c4ccc(S(=O)(=O)NC5CC5)cc4)cnc3N)cc21. As a reaction SMILES: [BrH:1].[CH3:23][C:24]1([CH3:44])[CH2:25][NH:26][C:27](=[O:43])[c:28]2[cH:29][cH:30][c:31]([B:34]3[O:35][C:36]([CH3:37])([CH3:38])[C:39]([CH3:40])([CH3:41])[O:42]3)[cH:32][c:33]21.[NH2:2][c:3]1[c:4]([Br:22])[cH:5][c:6](-[c:9]2[cH:10][cH:11][c:12]([S:15](=[O:16])(=[O:17])[NH:18][CH:19]3[CH2:20][CH2:21]3)[cH:13][cH:14]2)[cH:7][n:8]1>>[NH2:2][c:3]1[c:4](-[c:31]2[cH:30][cH:29][c:28]3[c:33]([cH:32]2)[C:24]([CH3:23])([CH3:44])[CH2:25][NH:26][C:27]3=[O:43])[cH:5][c:6](-[c:9]2[cH:10][cH:11][c:12]([S:15](=[O:16])(=[O:17])[NH:18][CH:19]3[CH2:20][CH2:21]3)[cH:13][cH:14]2)[cH:7][n:8]1.